From a dataset of the Open Reaction Database (ORD), a public repository of structured organic reaction records. describe an organic reaction: reactants, conditions, products, and yield Yields the product CS(=O)(=O)Nn1c(=O)[nH]c2cc(C(F)(F)F)c(-c3ccnn3O)cc2c1=O. Reactants: CS(=O)(=O)Nn1c(=O)[nH]c2cc(C(F)(F)F)c(-c3ccnn3OCc3ccccc3)cc2c1=O, CO. Reaction SMILES: [CH2:1]([c:2]1[cH:3][cH:4][cH:5][cH:6][cH:7]1)[O:8][n:9]1[n:10][cH:11][cH:12][c:13]1-[c:14]1[cH:15][c:16]2[c:17](=[O:34])[n:18]([NH:29][S:30](=[O:31])(=[O:32])[CH3:33])[c:19](=[O:28])[nH:20][c:21]2[cH:22][c:23]1[C:24]([F:25])([F:26])[F:27].[CH3:35][OH:36]>>[OH:8][n:9]1[n:10][cH:11][cH:12][c:13]1-[c:14]1[cH:15][c:16]2[c:17](=[O:34])[n:18]([NH:29][S:30](=[O:31])(=[O:32])[CH3:33])[c:19](=[O:28])[nH:20][c:21]2[cH:22][c:23]1[C:24]([F:25])([F:26])[F:27]. Starting materials: N([C@@H](CC(N)=O)C(=O)N[C@@H](COCC1=CC=CC=C1)C(=O)N1[C@H](C(=O)N[C@@H](CCCNC(N[N+](=O)[O-])=N)C(=O)OCC2=CC=CC=C2)CCCC1)C(=O)OC(C)(C)C (Boc-Asn-Ser(Bzl)-Pip-Arg(NO2)-OBzl), Cl.CCOC(=O)C (HCl AcOEt), CN1CCOCC1 (NMM), N1([C@H](C(=O)ON2C(=O)CCC2=O)CCC1)C(=O)OCC1=CC=CC=C1 (Z-Pro-OSu). The product is N1([C@H](C(=O)N[C@@H](CC(N)=O)C(=O)N[C@@H](COCC2=CC=CC=C2)C(=O)N2[C@H](C(=O)N[C@@H](CCCNC(N[N+](=O)[O-])=N)C(=O)OCC3=CC=CC=C3)CCCC2)CCC1)C(=O)OCC1=CC=CC=C1 (Z-Pro-Asn-Ser(Bzl)-Pip-Arg(NO2)-OBzl). RXN SMILES: [NH:1](C(OC(C)(C)C)=O)[C@H:2]([C:7]([NH:9][C@H:10]([C:20]([N:22]1[CH2:51][CH2:50][CH2:49][CH2:48][C@H:23]1[C:24]([NH:26][C@H:27]([C:38]([O:40][CH2:41][C:42]1[CH:47]=[CH:46][CH:45]=[CH:44][CH:43]=1)=[O:39])[CH2:28][CH2:29][CH2:30][NH:31][C:32](=[NH:37])[NH:33][N+:34]([O-:36])=[O:35])=[O:25])=[O:21])[CH2:11][O:12][CH2:13][C:14]1[CH:19]=[CH:18][CH:17]=[CH:16][CH:15]=1)=[O:8])[CH2:3][C:4](=[O:6])[NH2:5].Cl.CCOC(C)=O.CN1CCOCC1.[N:73]1([C:88]([O:90][CH2:91][C:92]2[CH:97]=[CH:96][CH:95]=[CH:94][CH:93]=2)=[O:89])[CH2:87][CH2:86][CH2:85][C@H:74]1[C:75]([O:77]N1C(=O)CCC1=O)=O>>[N:73]1([C:88]([O:90][CH2:91][C:92]2[CH:93]=[CH:94][CH:95]=[CH:96][CH:97]=2)=[O:89])[CH2:87][CH2:86][CH2:85][C@H:74]1[C:75]([NH:1][C@H:2]([C:7]([NH:9][C@H:10]([C:20]([N:22]1[CH2:51][CH2:50][CH2:49][CH2:48][C@H:23]1[C:24]([NH:26][C@H:27]([C:38]([O:40][CH2:41][C:42]1[CH:47]=[CH:46][CH:45]=[CH:44][CH:43]=1)=[O:39])[CH2:28][CH2:29][CH2:30][NH:31][C:32](=[NH:37])[NH:33][N+:34]([O-:36])=[O:35])=[O:25])=[O:21])[CH2:11][O:12][CH2:13][C:14]1[CH:15]=[CH:16][CH:17]=[CH:18][CH:19]=1)=[O:8])[CH2:3][C:4](=[O:6])[NH2:5])=[O:77] |f:1.2|. Reported procedure: The desired compound was prepared from 0.68 g of Boc-Asn-Ser(Bzl)-Pip-Arg(NO2)-OBzl, 3 ml of 4N HCl-AcOEt, 0.14 ml of NMM and 0.32 g of Z-Pro-OSu in the same manner as in Example 12-(2). Reactants: CCCCCCCCCCCc1cnc(-c2ccc(C(=O)O)cc2)nc1, O=S(Cl)Cl. The product is CCCCCCCCCCCc1cnc(-c2ccc(C(=O)O)cc2)nc1, [Cl-]. RXN SMILES: [CH2:1]([CH2:2][CH2:3][CH2:4][CH2:5][CH2:6][CH2:7][CH2:8][CH2:9][CH2:10][CH3:11])[c:12]1[cH:13][n:14][c:15](-[c:18]2[cH:19][cH:20][c:21]([C:22](=[O:23])[OH:24])[cH:25][cH:26]2)[n:16][cH:17]1.[S:27]([Cl:28])([Cl:29])=[O:30]>>[CH2:1]([CH2:2][CH2:3][CH2:4][CH2:5][CH2:6][CH2:7][CH2:8][CH2:9][CH2:10][CH3:11])[c:12]1[cH:13][n:14][c:15](-[c:18]2[cH:19][cH:20][c:21]([C:22](=[O:23])[OH:24])[cH:25][cH:26]2)[n:16][cH:17]1.[Cl-:29]. The reactants are O=[N+]([O-])O, NCCO[N+](=O)[O-], CC1NC(=O)OC1C(=O)O, [N-]=[N+]=NP(=O)(c1ccccc1)c1ccccc1. Product: CC1NC(=O)OC1C(=O)NCCO[N+](=O)[O-]. RXN SMILES: [N+:11]([O-:12])([OH:13])=[O:14].[N+:15](=[O:16])([O-:17])[O:18][CH2:19][CH2:20][NH2:21].[O:1]=[C:2]1[O:3][CH:4]([C:8](=[O:9])[OH:10])[CH:5]([CH3:7])[NH:6]1.[c:22]1([P:23]([N:24]=[N+:25]=[N-:26])([c:27]2[cH:28][cH:29][cH:30][cH:31][cH:32]2)=[O:33])[cH:34][cH:35][cH:36][cH:37][cH:38]1>>[O:1]=[C:2]1[O:3][CH:4]([C:8](=[O:10])[NH:21][CH2:20][CH2:19][O:18][N+:15](=[O:16])[O-:17])[CH:5]([CH3:7])[NH:6]1. Starting materials: N1CCOCC1 (Morpholine), CC1=CC(OC(=C1C(=O)OCC)C)=O (ethyl 4,6-dimethyl-2-oxo-2H-pyran-5-carboxylate), C(CC(C)C)=O (isovaleraldehyde), S(=O)(=O)([O-])[O-].[Mg+2] (magnesium sulfate). The reagents and catalysts are C1(=CC=C(C=C1)S(=O)(=O)O)C (p-toluenesulfonic acid). Run in C1(=CC=CC=C1)C (toluene). Run at time 3 hour. Yields the product CC1=C(C(=O)OCC)C(=CC=C1C(C)C)C (ethyl 2,6-dimethyl-3-(1-methylethyl)benzoate). Isolated yield 8.3%. RXN SMILES: N1CCOC[CH2:2]1.[CH:7](=O)[CH2:8][CH:9](C)C.S([O-])([O-])(=O)=O.[Mg+2].[CH3:19][C:20]1[C:25]([C:26]([O:28][CH2:29][CH3:30])=[O:27])=[C:24]([CH3:31])O[C:22](=O)[CH:21]=1>C1(C)C=CC(S(O)(=O)=O)=CC=1.C1(C)C=CC=CC=1>[CH3:19][C:20]1[C:21]([CH:8]([CH3:9])[CH3:7])=[CH:22][CH:2]=[C:24]([CH3:31])[C:25]=1[C:26]([O:28][CH2:29][CH3:30])=[O:27] |f:2.3|. Procedure details: Morpholine (13.34 g), isovaleraldehyde (13.18 g), p-toluenesulfonic acid (0.2 g), and toluene (300 ml) were combined and heated at reflux using a Soxhlet extractor with magnesium sulfate to remove any water produced. After three hours the Soxhlet extractor was replaced with a condenser, and ethyl 4,6-dimethyl-2-oxo-2H-pyran-5-carboxylate (30 g) was added. The reaction mixture was heated under reflux for approximately 64 hours. The solvent was evaporated, and the resultant oil was distilled to gi...